Dataset: the Open Reaction Database (ORD), a public repository of structured organic reaction records. Task: describe an organic reaction: reactants, conditions, products, and yield As a reaction SMILES: [C:1]1([C:7]([C:16]2[CH:21]=[CH:20][CH:19]=[CH:18][C:17]=2[CH3:22])=[CH:8][C:9]2[CH:14]=[CH:13][N:12]=[C:11]([NH2:15])[CH:10]=2)[CH:6]=[CH:5][CH:4]=[CH:3][CH:2]=1.[C:23]([N:31]=C=O)(=[O:30])C1C=CC=CC=1.C(O)C.C(=O)([O-])[O-].[K+].[K+]>C(Cl)Cl>[C:1]1([C:7]([C:16]2[CH:21]=[CH:20][CH:19]=[CH:18][C:17]=2[CH3:22])=[CH:8][C:9]2[CH:14]=[CH:13][N:12]=[C:11]([NH:15][C:23]([NH2:31])=[O:30])[CH:10]=2)[CH:2]=[CH:3][CH:4]=[CH:5][CH:6]=1 |f:3.4.5|. Yield: 64.1%. Run at temperature 50 celsius. Run in C(Cl)Cl (methylene chloride). Starting materials: C1(=CC=CC=C1)C(=CC1=CC(=NC=C1)N)C1=C(C=CC=C1)C (4-(2-phenyl-2-o-tolyl-vinyl)-pyridin-2-ylamine), C(C)O (ethanol), C([O-])([O-])=O.[K+].[K+] (potassium carbonate), C(C1=CC=CC=C1)(=O)N=C=O (benzoyl isocynate). Procedure: The crude 4-(2-phenyl-2-o-tolyl-vinyl)-pyridin-2-ylamine (251 mg) is dissolved in methylene chloride (5 mL). Then benzoyl isocynate (258 mg, 1.75 mmol) is added. The reaction mixture is sealed and heated at 50° C. for 16 hour. The solvent is then carefully removed and to the residue are added ethanol (5 mL) and potassium carbonate (182 mg, 1.32 mmol). The resulting mixture is heated at 80° C. for 45 min. Then solvent is removed and the residue is partitioned between water (45 mL) and EtOAc (55 m... The product is C1(=CC=CC=C1)C(=CC1=CC(=NC=C1)NC(=O)N)C1=C(C=CC=C1)C ([4-(2-Phenyl-2-o-tolyl-vinyl)-pyridin-2-yl]-urea).